From a dataset of the Open Reaction Database (ORD), a public repository of structured organic reaction records. describe an organic reaction: reactants, conditions, products, and yield Reactants: C(C(=O)O)(=O)O.FC1=CC=C(C=C1)CN1C(=NC2=C1C=CC=C2)NC2CCN(CC2)CCNC2=NC1=C(C=NC=C1)N2C (N-[2-[4-[[1-[(4-fluorophenyl)methyl]-1H-benzimidazol-2-yl]amino]-1-piperidinyl]ethyl]-3-methyl-3H-imidazo[4,5-c]pyridin-2-amine ethanedioate), monohydrate, O1C(=CC=C1)CN1C(=NC2=C1C=CC=C2)NC2CCN(CC2)CCN=C=S (1-(2-furanylmethyl)-N-[1-(2-isothiocyanatoethyl)-4-piperidinyl]-1H-benzimidazol-2-amine). Product: C(C(=O)O)(=O)O.FC1=CC=C(C=C1)CN1C(=NC2=C1C=CC=C2)NC2CCN(CC2)CCCNC=2NC1=C(C=NC=C1)N2 (N-[3-[4-[[1-[(4-fluorophenyl)methyl]-1H-benzimidazol-2-yl]amino]-1-piperidinyl]propyl]-1H-imidazo[4,5-c]pyridin-2-amine ethanedioate). As a reaction SMILES: [C:1]([OH:6])(=[O:5])[C:2]([OH:4])=[O:3].[F:7][C:8]1[CH:13]=[CH:12][C:11]([CH2:14][N:15]2[C:19]3[CH:20]=[CH:21][CH:22]=[CH:23][C:18]=3[N:17]=[C:16]2[NH:24][CH:25]2[CH2:30][CH2:29][N:28]([CH2:31][CH2:32]NC3N(C)C4C=NC=CC=4N=3)[CH2:27][CH2:26]2)=[CH:10][CH:9]=1.O1C=CC=C1C[N:50]1C2C=CC=C[C:53]=2[N:52]=[C:51]1[NH:59][CH:60]1[CH2:65][CH2:64][N:63](CCN=C=S)[CH2:62][CH2:61]1>>[C:1]([OH:6])(=[O:5])[C:2]([OH:4])=[O:3].[F:7][C:8]1[CH:9]=[CH:10][C:11]([CH2:14][N:15]2[C:19]3[CH:20]=[CH:21][CH:22]=[CH:23][C:18]=3[N:17]=[C:16]2[NH:24][CH:25]2[CH2:30][CH2:29][N:28]([CH2:31][CH2:32][CH2:53][NH:52][C:51]3[NH:59][C:60]4[CH:61]=[CH:62][N:63]=[CH:64][C:65]=4[N:50]=3)[CH2:27][CH2:26]2)=[CH:12][CH:13]=1 |f:0.1,3.4|. Procedure details: N-[2-[4-[[1-[(4-fluorophenyl)methyl]-1H-benzimidazol-2-yl]amino]-1-piperidinyl]ethyl]-3-methyl-3H-imidazo[4,5-c]pyridin-2-amine ethanedioate(1:3) monohydrate; mp. 242.3° C. (compound 123).